From a dataset of the Open Reaction Database (ORD), a public repository of structured organic reaction records. describe an organic reaction: reactants, conditions, products, and yield Reactants: Cc1nc(C(F)(F)F)ccc1Cn1nc2c(Br)c(-c3ccc(Cl)cc3)ccn2c1=O, C1CCOC1, CCOC(C)=O, OCc1c(F)cc(B(O)O)cc1F, [K+], [K+], [K+], O=P([O-])([O-])[O-]. The product is Cc1nc(C(F)(F)F)ccc1Cn1nc2c(-c3cc(F)c(CO)c(F)c3)c(-c3ccc(Cl)cc3)ccn2c1=O. RXN SMILES: [Br:1][c:2]1[c:3]2[n:4]([cH:5][cH:6][c:7]1-[c:8]1[cH:9][cH:10][c:11]([Cl:14])[cH:12][cH:13]1)[c:15](=[O:30])[n:16]([CH2:18][c:19]1[c:20]([CH3:29])[n:21][c:22]([C:25]([F:26])([F:27])[F:28])[cH:23][cH:24]1)[n:17]2.[CH2:52]1[O:53][CH2:54][CH2:55][CH2:56]1.[CH3:57][CH2:58][O:59][C:60]([CH3:61])=[O:62].[F:31][c:32]1[cH:33][c:34]([B:41]([OH:42])[OH:43])[cH:35][c:36]([F:40])[c:37]1[CH2:38][OH:39].[K+:49].[K+:50].[K+:51].[P:44]([O-:45])([O-:46])([O-:47])=[O:48]>>[c:2]1(-[c:34]2[cH:33][c:32]([F:31])[c:37]([CH2:38][OH:39])[c:36]([F:40])[cH:35]2)[c:3]2[n:4]([cH:5][cH:6][c:7]1-[c:8]1[cH:9][cH:10][c:11]([Cl:14])[cH:12][cH:13]1)[c:15](=[O:30])[n:16]([CH2:18][c:19]1[c:20]([CH3:29])[n:21][c:22]([C:25]([F:26])([F:27])[F:28])[cH:23][cH:24]1)[n:17]2. Reactants: ClC1=NC=C(C(=N1)NCC(C)(C)C)CCl ((2-chloro-5-chloromethyl-pyrimidin-4-yl)-(2,2-dimethyl-propyl)-amine), [N-]=[N+]=[N-].[Na+] (NaN3). The solvent is CN(C)C=O (DMF), C(C)(=O)OCC (ethyl acetate). Reaction conditions: temperature 30 celsius, time 2.5 hour. Product: N(=[N+]=[N-])CC=1C(=NC(=NC1)Cl)NCC(C)(C)C ((5-azidomethyl-2-chloro-pyrimidin-4-yl)-(2,2-dimethyl-propyl)-amine). Reaction SMILES: [Cl:1][C:2]1[N:7]=[C:6]([NH:8][CH2:9][C:10]([CH3:13])([CH3:12])[CH3:11])[C:5]([CH2:14]Cl)=[CH:4][N:3]=1.[N-:16]=[N+:17]=[N-:18].[Na+]>CN(C=O)C.C(OCC)(=O)C>[N:16]([CH2:14][C:5]1[C:6]([NH:8][CH2:9][C:10]([CH3:13])([CH3:12])[CH3:11])=[N:7][C:2]([Cl:1])=[N:3][CH:4]=1)=[N+:17]=[N-:18] |f:1.2|. Reported procedure: A solution of 1.47 g (5.92 mmol) of (2-chloro-5-chloromethyl-pyrimidin-4-yl)-(2,2-dimethyl-propyl)-amine and 0.46 g (7.1 mmol) NaN3 is dissolved in 6 ml of DMF and was stirred at 30° C. for 2.5 hours. Then the reaction mixture is cooled to rt., diluted with ethyl acetate and twice extracted with H2O. The organic layer is separated and dried over Na2SO4. Evaporation of the ethyl acetate yielded (5-azidomethyl-2-chloro-pyrimidin-4-yl)-(2,2-dimethyl-propyl)-amine as white crystalls. The reactants are N(=O)[O-].[Na+] (Sodium nitrite), C(#N)C1=CC=C(C(=O)N)C=C1 (p-cyanobenzamide), resultant solution. The solvent is S(O)(O)(=O)=O (sulfuric acid). The product is C(#N)C1=CC=C(C(=O)O)C=C1 (p-cyanobenzoic acid). The yield is 94.2%. RXN SMILES: N([O-])=[O:2].[Na+].[C:5]([C:7]1[CH:15]=[CH:14][C:10]([C:11](N)=[O:12])=[CH:9][CH:8]=1)#[N:6]>S(=O)(=O)(O)O>[C:5]([C:7]1[CH:15]=[CH:14][C:10]([C:11]([OH:2])=[O:12])=[CH:9][CH:8]=1)#[N:6] |f:0.1|. Procedure: Sodium nitrite (2.07 g) was dissolved in a 70 wt. % aqueous sulfuric acid solution (100 ml), and p-cyanobenzamide (2.92 g) was added to the resultant solution. The mixture was allowed to react at room temperature for one hour with stirring. The precipitated crystals were collected through filtration, washed with water, and dried, to thereby obtain 2.77 g of p-cyanobenzoic acid (yield 95%). High performance liquid chromatographic analysis revealed that the p-cyanobenzoic acid obtained had a purit...